This data is from the Open Reaction Database (ORD), a public repository of structured organic reaction records. The task is: describe an organic reaction: reactants, conditions, products, and yield Reactants: [OH-].[Na+] (NaOH), N1CCCCC1 (piperidine), C(C)(C)N(C(C)C)CC (N,N-diisopropylethylamine), Cl[Sn]Cl (SnCl2), CC1=NC(=C(C(=N1)Cl)[N+](=O)[O-])Cl (2-methyl-4,6-dichloro-5-nitropyrimidine), FC=C(C1=CC=CC=C1)N1CCCC1 ([2-fluoro-1-phenylvinyl]pyrrolidine), FCC(=O)C1=CC=CC=C1 (2-fluoro-1-phenyl ethan-1-one), N1CCCC1 (pyrrolidine), ice. Reagents/catalysts: Cl[Ti](Cl)(Cl)Cl (TiCl4). Solvent: CCN(CC)CC (NEt3), O1CCOCC1.C1(=CC=CC=C1)C (dioxane toluene), C1(=CC=CC=C1)C (toluene). Conditions: time 2.5 hour. Product: FC=1C(=NC=2C1NC(=NC2)C)N2CCCCC2 (7-fluoro-2-methyl-6-piperidylpyrrolo[3,2-d]pyrimidine). The yield is 13.0%. As a reaction SMILES: [F:1][CH:2]=[C:3]([N:10]1CCCC1)C1C=CC=CC=1.FCC([C:19]1[CH:24]=[CH:23][CH:22]=[CH:21]C=1)=O.N1CCCC1.C(N(CC)C(C)C)(C)C.[CH3:39][C:40]1[N:45]=[C:44](Cl)[C:43]([N+:47]([O-])=O)=[C:42](Cl)[N:41]=1.N1CCCCC1.Cl[Sn]Cl.[OH-].[Na+]>C1(C)C=CC=CC=1.Cl[Ti](Cl)(Cl)Cl.CCN(CC)CC.O1CCOCC1.C1(C)C=CC=CC=1>[F:1][C:2]1[C:3]([N:10]2[CH2:21][CH2:22][CH2:23][CH2:24][CH2:19]2)=[N:47][C:43]2[C:42]=1[NH:41][C:40]([CH3:39])=[N:45][CH:44]=2 |f:7.8,12.13|. Procedure: To a room temperature solution of [2-fluoro-1-phenylvinyl]pyrrolidine (freshly prepared before use from 2-fluoro-1-phenyl ethan-1-one (Example 152(a)), pyrrolidine and TiCl4 (see Example 30) (2.44 g, 12.7 mmol) in anhydrous toluene (15 mL) was added N,N-diisopropylethylamine (Aldrich Chemical Company) (2.0 mL, 12.7 mmol) followed by 2-methyl-4,6-dichloro-5-nitropyrimidine (Example 76(b)) (2.61 g, 12.7 mmol). After stirring at room temperature for 2.5 h the reaction mixture was filtered through a... The reactants are C1COCCO1, CC(C)(C)CCNC(CC(=O)O)C(=O)O, O=C(C(F)(F)F)C(F)(F)F. The product is CC(C)(C)CCN1C(CC(=O)O)C(=O)OC1(C(F)(F)F)C(F)(F)F. RXN SMILES: [CH2:26]1[O:27][CH2:28][CH2:29][O:30][CH2:31]1.[CH3:11][C:12]([CH2:13][CH2:14][NH:15][CH:16]([CH2:17][C:18](=[O:19])[OH:20])[C:21](=[O:22])[OH:23])([CH3:24])[CH3:25].[F:1][C:2]([F:3])([F:4])[C:5](=[O:6])[C:7]([F:8])([F:9])[F:10]>>[F:1][C:2]([F:3])([F:4])[C:5]1([C:7]([F:8])([F:9])[F:10])[O:6][C:21](=[O:22])[CH:16]([CH2:17][C:18](=[O:19])[OH:20])[N:15]1[CH2:14][CH2:13][C:12]([CH3:11])([CH3:24])[CH3:25]. Reactants: C1(=CC=CC=C1)S(=O)(=O)N1C2=C(C3=CC(=CC=C13)C1=CC=C(C=C1)N1CCN(CC1)C)C(=CC=N2)Cl (9-Benzenesulfonyl-4-chloro-6-[4-(4-methyl-piperazin-1-yl)-phenyl]-9H-pyrido[2,3-b]indole), C(C1=CC=CC=C1)N1CCNCC1 (benzylpiperazine). Run in C(Cl)Cl (DCM). The product is C(C1=CC=CC=C1)N1CCN(CC1)C1=CC=NC=2N(C3=CC=C(C=C3C21)C2=CC=C(C=C2)N2CCN(CC2)C)S(=O)(=O)C2=CC=CC=C2 (4-(4-benzylpiperazin-1-yl)-6-(4-(4-methylpiperazin-1-yl)phenyl)-9-(phenylsulfonyl)-9H-pyrido[2,3-b]indole). Isolated yield 57.0%. Reaction SMILES: [C:1]1([S:7]([N:10]2[C:18]3[C:13](=[CH:14][C:15]([C:19]4[CH:24]=[CH:23][C:22]([N:25]5[CH2:30][CH2:29][N:28]([CH3:31])[CH2:27][CH2:26]5)=[CH:21][CH:20]=4)=[CH:16][CH:17]=3)[C:12]3[C:32](Cl)=[CH:33][CH:34]=[N:35][C:11]2=3)(=[O:9])=[O:8])[CH:6]=[CH:5][CH:4]=[CH:3][CH:2]=1.[CH2:37]([N:44]1[CH2:49][CH2:48][NH:47][CH2:46][CH2:45]1)[C:38]1[CH:43]=[CH:42][CH:41]=[CH:40][CH:39]=1>C(Cl)Cl>[CH2:37]([N:44]1[CH2:49][CH2:48][N:47]([C:32]2[C:12]3[C:13]4[C:18](=[CH:17][CH:16]=[C:15]([C:19]5[CH:24]=[CH:23][C:22]([N:25]6[CH2:30][CH2:29][N:28]([CH3:31])[CH2:27][CH2:26]6)=[CH:21][CH:20]=5)[CH:14]=4)[N:10]([S:7]([C:1]4[CH:6]=[CH:5][CH:4]=[CH:3][CH:2]=4)(=[O:9])=[O:8])[C:11]=3[N:35]=[CH:34][CH:33]=2)[CH2:46][CH2:45]1)[C:38]1[CH:39]=[CH:40][CH:41]=[CH:42][CH:43]=1. Procedure details: 9-Benzenesulfonyl-4-chloro-6-[4-(4-methyl-piperazin-1-yl)-phenyl]-9H-pyrido[2,3-b]indole (building block A, 50 mg, 0.0967 mmol) and benzylpiperazine (0.21 mL, 12.5 eq) were heated at 150° C. for 7 h. After cooling to r.t., the reaction mixture was diluted with DCM (20 mL), washed 3 times with water (3×10 mL) and brine (10 mL). The organic layer was dried over MgSO4, filtered and evaporated to dryness. The crude product was purified by silica gel flash chromatography (DCM/MeOH 100:0 to 98:2) to a... The reactants are O1CCCC1 (tetrahydrofuran), N-butyl lithium, C(C)(C)(C)OC=1C=C(C2=C(N=C(S2)OC(C)C)C1)C=O (5-tert-Butoxy-2-isopropoxy-benzothiazole-7-carbaldehyde). The solvent is ClCCl (dichloromethane). Reaction conditions: time 30 minute. Yields the product C(C)(C)(C)OC=1C=C(C2=C(N=C(S2)OC(C)C)C1)C=C (5-tert-Butoxy-2-isopropoxy-7-vinylbenzothiazole), C(C)(=O)OCC.CCCC(C)C (ethyl acetate iso-hexane). As a reaction SMILES: [C:1]([O:5][C:6]1[CH:7]=[C:8]([CH:19]=O)[C:9]2[S:13][C:12]([O:14][CH:15]([CH3:17])[CH3:16])=[N:11][C:10]=2[CH:18]=1)([CH3:4])([CH3:3])[CH3:2].[O:21]1[CH2:25][CH2:24][CH2:23][CH2:22]1>ClCCl>[C:1]([O:5][C:6]1[CH:7]=[C:8]([CH:19]=[CH2:22])[C:9]2[S:13][C:12]([O:14][CH:15]([CH3:16])[CH3:17])=[N:11][C:10]=2[CH:18]=1)([CH3:2])([CH3:3])[CH3:4].[C:22]([O:21][CH2:25][CH3:24])(=[O:5])[CH3:23].[CH3:18][CH2:6][CH2:7][CH:8]([CH3:19])[CH3:9] |f:4.5|. Procedure details: Ph3PMe.Br (5.0 g) is dissolved in dry tetrahydrofuran (100 ml) under argon. N-butyl lithium (8.8 ml, of 1.6 M solution) is added at room temperature over 10 minutes and reaction mixture stirred for a further 30 minutes. A solution of 5-tert-Butoxy-2-isopropoxy-benzothiazole-7-carbaldehyde (1.25 g) in dichloromethane (40 ml) is added drop wise to the reaction mixture and the reaction mixture is stirred for 4.5 hours at room temperature. The solvent is removed in vacuo, redissolved in ethyl acetat...